From a dataset of the Open Reaction Database (ORD), a public repository of structured organic reaction records. describe an organic reaction: reactants, conditions, products, and yield Reactants: FC1=C(C(=O)NC2=CC(NC=C2)=O)C=CC(=C1)C(F)(F)F (2-fluoro-N-(2-oxo-1H-pyridin-4-yl)-4-(trifluoromethyl)benzamide), FC1=CC(=C(C=C1)O)CO (4-fluoro-2-(hydroxymethyl)phenol), C([O-])([O-])=O.[Cs+].[Cs+] (cesium carbonate). Run in CN1CCCC1=O (N-methyl pyrrolidinone). Conditions: temperature 100 celsius. Yields the product FC=1C=CC(=C(COC2=C(C(=O)NC3=CC(NC=C3)=O)C=CC(=C2)C(F)(F)F)C1)O (2-((5-fluoro-2-hydroxybenzyl)oxy)-N-(2-oxo-1,2-dihydropyridin-4-yl)-4-(trifluoromethyl)benzamide). The yield is 3.6%. RXN SMILES: F[C:2]1[CH:17]=[C:16]([C:18]([F:21])([F:20])[F:19])[CH:15]=[CH:14][C:3]=1[C:4]([NH:6][C:7]1[CH:12]=[CH:11][NH:10][C:9](=[O:13])[CH:8]=1)=[O:5].[F:22][C:23]1[CH:28]=[CH:27][C:26]([OH:29])=[C:25]([CH2:30][OH:31])[CH:24]=1.C(=O)([O-])[O-].[Cs+].[Cs+]>CN1C(=O)CCC1>[F:22][C:23]1[CH:28]=[CH:27][C:26]([OH:29])=[C:25]([CH:24]=1)[CH2:30][O:31][C:2]1[CH:17]=[C:16]([C:18]([F:21])([F:20])[F:19])[CH:15]=[CH:14][C:3]=1[C:4]([NH:6][C:7]1[CH:12]=[CH:11][NH:10][C:9](=[O:13])[CH:8]=1)=[O:5] |f:2.3.4|. Reported procedure: To a solution of 2-fluoro-N-(2-oxo-1H-pyridin-4-yl)-4-(trifluoromethyl)benzamide (211.2 mg, 0.70 mmol) and 4-fluoro-2-(hydroxymethyl)phenol (100 mg, 0.70 mmol) in N-methyl pyrrolidinone (3 mL) was added cesium carbonate (687.8 mg, 2.1 mmol) and the mixture was heated at 100° C. for 2 hours. The reaction was cooled to 25° C., filtered and purified by reverse phase HPLC using a gradient of acetonitrile/water (10 to 99%) and HCl as a modifier to yield 2-[(5-fluoro-2-hydroxy-phenyl)methoxy]-N-(2-oxo...